From a dataset of the Open Reaction Database (ORD), a public repository of structured organic reaction records. describe an organic reaction: reactants, conditions, products, and yield Reported procedure: A mixture of 1.64 grams (10 millimoles) of 1,3-dimethyladamantane, 0.13 gram (0.8 millimole) of N-hydroxyphthalimide, 0.015 gram (0.06 millimole) of Co(AA)2 and 10 milliliters of acetic acid was stirred under oxygen atmosphere at a temperature of 70° C. for six hours. As a result, with a transformation rate for 1,3-dimethyladamantane of 99%, 1-hydroxy-3,5-dimethyladamantane (yield 39%), and 1,3-dihydroxy-5,7-dimethyladamantane (yield 58%) were obtained. The selectivity for the alcohols was 97%. Isolated yield 58.0%. Conditions: temperature 70 celsius, time 6 hour. Product: CC12CC3(CC(CC(C1)C3)C2)C (1,3-dimethyladamantane), OC12CC3(CC(CC(C1)C3)(C2)C)C (1-hydroxy-3,5-dimethyladamantane), OC12CC3(CC(CC(C1)(C3)C)(C2)C)O (1,3-dihydroxy-5,7-dimethyladamantane). Reactants: CC12CC3(CC(CC(C1)C3)C2)C (1,3-dimethyladamantane), ON1C(C=2C(C1=O)=CC=CC2)=O (N-hydroxyphthalimide), Co(AA)2, C(C)(=O)O (acetic acid). As a reaction SMILES: [CH3:1][C:2]12[CH2:11][CH:6]3[CH2:7][CH:8]([CH2:10][C:4]([CH3:12])([CH2:5]3)[CH2:3]1)[CH2:9]2.[OH:13]N1C(=O)C2=CC=CC=C2C1=O.[C:25]([OH:28])(=O)[CH3:26]>>[CH3:12][C:4]12[CH2:10][CH:8]3[CH2:7][CH:6]([CH2:11][C:2]([CH3:1])([CH2:9]3)[CH2:3]1)[CH2:5]2.[OH:28][C:25]12[CH2:26][C:4]3([CH3:5])[CH2:10][CH:8]([CH2:9][C:2]([CH3:11])([CH2:3]3)[CH2:1]1)[CH2:7]2.[OH:28][C:25]12[CH2:26][C:6]3([CH3:7])[CH2:5][C:4]([CH3:12])([CH2:3][C:2]([OH:13])([CH2:11]3)[CH2:1]1)[CH2:10]2.